Dataset: the Open Reaction Database (ORD), a public repository of structured organic reaction records. Task: describe an organic reaction: reactants, conditions, products, and yield Starting materials: C(\C=C\C1=CC(OC)=C(O)C=C1)(=O)O (ferulic acid), C(C)C(CO)CCCC (2-ethylhexanol), paratoluenesulfonic acid. Solvent: C1(=CC=CC=C1)C (toluene). Conditions: temperature 80 celsius, time 13 hour. The product is C(\C=C\C1=CC(OC)=C(O)C=C1)(=O)OCC(CCCC)CC (2-ethylhexyl ferulate). Yield: 83.2%. Reaction SMILES: [C:1]([OH:14])(=[O:13])/[CH:2]=[CH:3]/[C:4]1[CH:12]=[CH:11][C:9]([OH:10])=[C:6]([O:7][CH3:8])[CH:5]=1.[CH2:15]([CH:17]([CH2:20][CH2:21][CH2:22][CH3:23])[CH2:18]O)[CH3:16]>C1(C)C=CC=CC=1>[C:1]([O:14][CH2:18][CH:17]([CH2:15][CH3:16])[CH2:20][CH2:21][CH2:22][CH3:23])(=[O:13])/[CH:2]=[CH:3]/[C:4]1[CH:12]=[CH:11][C:9]([OH:10])=[C:6]([O:7][CH3:8])[CH:5]=1. Procedure: In a three-necked flask, 19.5 g (0.1 mole) of ferulic acid, 13.0 g (0.1 mole) of 2-ethylhexanol, and 200 ml of toluene as a solvent were placed, and 1.0 g of paratoluenesulfonic acid as an acid catalyst was added. This reaction mixture was stirred at 80° C. for 13 hours. After cooled, the mixture was washed with saturated aqueous solution of sodium hydrogen carbonate. The organic layer was dried over anhydrous magnesium sulfate, and decolored by activated carbon. The solvent toluene was fully ev... Reactants: O=C([O-])[O-], CI, CC(C)=O, [K+], [K+], COc1ccc(-c2cc3ccccc3[nH]2)cc1N. Yields the product CNc1cc(-c2cc3ccccc3[nH]2)ccc1OC. Reaction SMILES: [C:19](=[O:20])([O-:21])[O-:22].[CH3:25][I:26].[CH3:27][C:28](=[O:29])[CH3:30].[K+:23].[K+:24].[nH:1]1[c:2](-[c:10]2[cH:11][cH:12][c:13]([O:17][CH3:18])[c:14]([NH2:16])[cH:15]2)[cH:3][c:4]2[cH:5][cH:6][cH:7][cH:8][c:9]12>>[nH:1]1[c:2](-[c:10]2[cH:11][cH:12][c:13]([O:17][CH3:18])[c:14]([NH:16][CH3:19])[cH:15]2)[cH:3][c:4]2[cH:5][cH:6][cH:7][cH:8][c:9]12. The reactants are CCOC(=O)C(C)OS(=O)(=O)C(F)(F)F, COc1ccccc1COCCCOc1ccc(C2CCN(C(=O)OC(C)(C)C)CC2O)cc1. The product is CCOC(=O)C(C)OC1CN(C(=O)OC(C)(C)C)CCC1c1ccc(OCCCOCc2ccccc2OC)cc1. RXN SMILES: [F:1][C:2]([F:3])([F:4])[S:5]([O:6][CH:7]([C:8](=[O:9])[O:10][CH2:11][CH3:12])[CH3:13])(=[O:14])=[O:15].[OH:16][CH:17]1[CH2:18][N:19]([C:43](=[O:44])[O:45][C:46]([CH3:47])([CH3:48])[CH3:49])[CH2:20][CH2:21][CH:22]1[c:23]1[cH:24][cH:25][c:26]([O:29][CH2:30][CH2:31][CH2:32][O:33][CH2:34][c:35]2[c:36]([O:41][CH3:42])[cH:37][cH:38][cH:39][cH:40]2)[cH:27][cH:28]1>>[O:6]([CH:7]([C:8](=[O:9])[O:10][CH2:11][CH3:12])[CH3:13])[CH:17]1[CH2:18][N:19]([C:43](=[O:44])[O:45][C:46]([CH3:47])([CH3:48])[CH3:49])[CH2:20][CH2:21][CH:22]1[c:23]1[cH:24][cH:25][c:26]([O:29][CH2:30][CH2:31][CH2:32][O:33][CH2:34][c:35]2[c:36]([O:41][CH3:42])[cH:37][cH:38][cH:39][cH:40]2)[cH:27][cH:28]1. Starting materials: N[C@@H](CCSC)CO (L-methioninol), CN1CCN(CC1)C=1SC=C(N1)C1=CC=C(C=C1)C1=NC2(C(O1)=O)CCCCC2 (2-[4-[2-(4-methyl-1-piperazinyl)-4-thiazolyl]phenyl]-3-oxa-1-azaspiro[4.5]dec-1-en-4-one). Run in CN(C=O)C (dimethylformamide). Reaction conditions: temperature 80 celsius, time 15 hour. Yields the product CN1CCN(CC1)C=1SC=C(N1)C1=CC=C(C=C1)C(=O)NC1(CCCCC1)C(=O)N[C@@H](CCSC)CO (N-[[1-[[[4-[2-(4-Methyl-1-piperazinyl)-4-thiazolyl]phenyl]carbonyl]amino]cyclohexyl]carbonyl]-L-methioninol). Yield: 86.0%. RXN SMILES: [NH2:1][C@H:2]([CH2:7][OH:8])[CH2:3][CH2:4][S:5][CH3:6].[CH3:9][N:10]1[CH2:15][CH2:14][N:13]([C:16]2[S:17][CH:18]=[C:19]([C:21]3[CH:26]=[CH:25][C:24]([C:27]4[O:31][C:30](=[O:32])[C:29]5([CH2:37][CH2:36][CH2:35][CH2:34][CH2:33]5)[N:28]=4)=[CH:23][CH:22]=3)[N:20]=2)[CH2:12][CH2:11]1>CN(C)C=O>[CH3:9][N:10]1[CH2:15][CH2:14][N:13]([C:16]2[S:17][CH:18]=[C:19]([C:21]3[CH:22]=[CH:23][C:24]([C:27]([NH:28][C:29]4([C:30]([NH:1][C@H:2]([CH2:7][OH:8])[CH2:3][CH2:4][S:5][CH3:6])=[O:32])[CH2:33][CH2:34][CH2:35][CH2:36][CH2:37]4)=[O:31])=[CH:25][CH:26]=3)[N:20]=2)[CH2:12][CH2:11]1. Procedure: 100 mg (0.74 mmol) of L-methioninol was added to a solution of 250 mg (0.68 mmol) of 2-[4-[2-(4-methyl-1-piperazinyl)-4-thiazolyl]phenyl]-3-oxa-1-azaspiro[4.5]dec-1-en-4-one in 20 ml of dimethylformamide. After the mixture was stirred at 80° C. for 15 hours, the reaction solution was concentrated under reduced pressure, ethyl acetate was added thereto, and the mixture was successively washed with water, a saturated aqueous sodium hydrogencarbonate solution and saturated brine, followed by drying... The reactants are CCOC(C)=O, COC(=O)c1ccc(-c2nc(-c3ccc(Cl)cc3)no2)c([N+](=O)[O-])c1, C1CCOC1. Product: COC(=O)c1ccc(-c2nc(-c3ccc(Cl)cc3)no2)c(N)c1. Reaction SMILES: [CH3:31][CH2:32][O:33][C:34](=[O:35])[CH3:36].[Cl:1][c:2]1[cH:3][cH:4][c:5](-[c:8]2[n:9][o:10][c:11](-[c:13]3[c:14]([N+:23]([O-:24])=[O:25])[cH:15][c:16]([C:17](=[O:18])[O:19][CH3:20])[cH:21][cH:22]3)[n:12]2)[cH:6][cH:7]1.[O:26]1[CH2:27][CH2:28][CH2:29][CH2:30]1>>[Cl:1][c:2]1[cH:3][cH:4][c:5](-[c:8]2[n:9][o:10][c:11](-[c:13]3[c:14]([NH2:23])[cH:15][c:16]([C:17](=[O:18])[O:19][CH3:20])[cH:21][cH:22]3)[n:12]2)[cH:6][cH:7]1. Reactants: Cl (hydrochloric acid), C(#N)CC(=O)O (cyanoacetic acid), N1=C(C=CC=C1)C1=NC=CC=C1 (2,2′-bipyridyl), C(CCC)[Li] (n-butyllithium), solution, ClC1=NC=C(CCl)C=C1 (6-chloronicotinyl chloride). Run in C1CCOC1 (THF), C1CCOC1 (THF), CCCCCC (hexane). Reaction conditions: time 1 hour. The product is ClC1=NC=C(C=C1)C(CC#N)=O (3-(2-Chloropyridin-5-yl)-3-oxopropionitrile), desired material. Reaction SMILES: [C:1]([CH2:3][C:4]([OH:6])=O)#[N:2].N1C=CC=CC=1C1C=CC=CN=1.C([Li])CCC.[Cl:24][C:25]1[CH:32]=[CH:31][C:28](CCl)=[CH:27][N:26]=1.Cl>C1COCC1.CCCCCC>[Cl:24][C:25]1[CH:32]=[CH:31][C:28]([C:4](=[O:6])[CH2:3][C:1]#[N:2])=[CH:27][N:26]=1. Procedure: 3-(2-Chloropyridin-5-yl)-3-oxopropionitrile was prepared by treating a solution of cyanoacetic acid (9.10 g, 53.5 mmol) and 2,2′-bipyridyl (5 mg) in dry THF (500 ml), cooled to −70° under a nitrogen atmosphere, dropwise with n-butyllithium (85.6 ml, 214 mmol of a 2.5M solution in hexane). The reaction was allowed to warm to 0° over a period of 1 h and then recooled to −70°, at which point a solution of 6-chloronicotinyl chloride (9.42 g, 53.5 mmol) in THF (75 ml) was added to the resulting red s... The reactants are N1=CC=C(C=C1)C1=CC=C(C(=O)O)C=C1 (4-(pyridin-4-yl)benzoic acid), COC=1C=C(C=CC1)[C@H](C)N ((S)-1-(3-methoxyphenyl)ethanamine), CCN(C(C)C)C(C)C (DIEA), F[B-](F)(F)F.N1(N=NC2=C1C=CC=C2)OC(=[N+](C)C)N(C)C (O-(benzotriazol-1-yl)-N,N,N′,N′-tetramethyluronium tetrafluoroborate). Solvent: CN(C)C=O (DMF), CCOC(=O)C (EtOAc). Run at time 8 hour. Yields the product COC=1C=C(C=CC1)[C@H](C)NC(C1=CC=C(C=C1)C1=CC=NC=C1)=O (N—[(S)-1-(3-methoxy-phenyl)-ethyl]-4-pyridin-4-yl-benzamide). Isolated yield 66.3%. RXN SMILES: [N:1]1[CH:6]=[CH:5][C:4]([C:7]2[CH:15]=[CH:14][C:10]([C:11]([OH:13])=O)=[CH:9][CH:8]=2)=[CH:3][CH:2]=1.[CH3:16][O:17][C:18]1[CH:19]=[C:20]([C@@H:24]([NH2:26])[CH3:25])[CH:21]=[CH:22][CH:23]=1.CCN(C(C)C)C(C)C.F[B-](F)(F)F.N1(OC(N(C)C)=[N+](C)C)C2C=CC=CC=2N=N1>CN(C=O)C.CCOC(C)=O>[CH3:16][O:17][C:18]1[CH:19]=[C:20]([C@@H:24]([NH:26][C:11](=[O:13])[C:10]2[CH:9]=[CH:8][C:7]([C:4]3[CH:3]=[CH:2][N:1]=[CH:6][CH:5]=3)=[CH:15][CH:14]=2)[CH3:25])[CH:21]=[CH:22][CH:23]=1 |f:3.4|. Procedure details: A mixture of 4-(pyridin-4-yl)benzoic acid (0.970 g, 4.87 mmol), (S)-1-(3-methoxyphenyl)ethanamine (0.884 g, 5.84 mmol), DIEA (1.7 ml, 9.8 mmol), and O-(benzotriazol-1-yl)-N,N,N′,N′-tetramethyluronium tetrafluoroborate (1.87 g, 5.82 mmol) in DMF (10 ml) was stirred overnight, diluted with EtOAc, washed with 1N NaOH, sat NaHCO3, and brine, dried (Na2SO4), and chromatographed (20-85% EtOAc/dichloromethane) and triturated (Et2O) to give the title compound (1.075 g, 3.23 mmol) as a white solid.